This data is from the Open Reaction Database (ORD), a public repository of structured organic reaction records. The task is: describe an organic reaction: reactants, conditions, products, and yield Starting materials: CC(O)C(=O)O, Cc1c(CN2CCNCC2)sc2c(N3CCOCC3)nc(Cl)nc12, Cl. Product: Cc1c(CN2CCN(C(=O)C(C)O)CC2)sc2c(N3CCOCC3)nc(Cl)nc12. As a reaction SMILES: [CH3:26][CH:27]([OH:28])[C:29]([OH:30])=[O:31].[Cl:2][c:3]1[n:4][c:5]([N:20]2[CH2:21][CH2:22][O:23][CH2:24][CH2:25]2)[c:6]2[c:7]([n:8]1)[c:9]([CH3:19])[c:10]([CH2:12][N:13]1[CH2:14][CH2:15][NH:16][CH2:17][CH2:18]1)[s:11]2.[ClH:1]>>[Cl:2][c:3]1[n:4][c:5]([N:20]2[CH2:21][CH2:22][O:23][CH2:24][CH2:25]2)[c:6]2[c:7]([n:8]1)[c:9]([CH3:19])[c:10]([CH2:12][N:13]1[CH2:14][CH2:15][N:16]([C:29]([CH:27]([CH3:26])[OH:28])=[O:30])[CH2:17][CH2:18]1)[s:11]2. The solvent is CO (methanol), CO (methanol), C(C)(=O)OCC (ethyl acetate). Yields the product [Si](C)(C)(C(C)(C)C)O[C@@H]1C[C@H](N(C1)C(=O)OCC1=CC=C(C=C1)[N+](=O)[O-])CS[C@@H]1CN(CC1)C(=O)OCC1=CC=C(C=C1)[N+](=O)[O-] ((2S,4R)-4-t-butyldimethylsilyloxy-1-(4-nitrobenzyloxycarbonyl)-2 -[{(3S)-1-(4-nitrobenzyloxycarbonyl)pyrrolidin-3-ylthio}methyl]pyrrolidine). Reaction conditions: time 10 minute. Reaction SMILES: [SH:1][C@H:2]1[CH2:6][CH2:5][N:4]([C:7]([O:9][CH2:10][C:11]2[CH:16]=[CH:15][C:14]([N+:17]([O-:19])=[O:18])=[CH:13][CH:12]=2)=[O:8])[CH2:3]1.C[O-].[Na+].CO.[Si:25]([O:32][C@H:33]1[CH2:37][N:36]([C:38]([O:40][CH2:41][C:42]2[CH:47]=[CH:46][C:45]([N+:48]([O-:50])=[O:49])=[CH:44][CH:43]=2)=[O:39])[C@H:35]([CH2:51]OS(C)(=O)=O)[CH2:34]1)([C:28]([CH3:31])([CH3:30])[CH3:29])([CH3:27])[CH3:26]>CO.C(OCC)(=O)C>[Si:25]([O:32][C@H:33]1[CH2:37][N:36]([C:38]([O:40][CH2:41][C:42]2[CH:43]=[CH:44][C:45]([N+:48]([O-:50])=[O:49])=[CH:46][CH:47]=2)=[O:39])[C@H:35]([CH2:51][S:1][C@H:2]2[CH2:6][CH2:5][N:4]([C:7]([O:9][CH2:10][C:11]3[CH:16]=[CH:15][C:14]([N+:17]([O-:19])=[O:18])=[CH:13][CH:12]=3)=[O:8])[CH2:3]2)[CH2:34]1)([C:28]([CH3:31])([CH3:30])[CH3:29])([CH3:27])[CH3:26] |f:1.2.3|. Reactants: S[C@@H]1CN(CC1)C(=O)OCC1=CC=C(C=C1)[N+](=O)[O-] ((3S)-3-mercapto-1-(4-nitrobenzyloxycarbonyl)pyrrolidine), C[O-].[Na+].CO (sodium methoxide methanol), [Si](C)(C)(C(C)(C)C)O[C@@H]1C[C@H](N(C1)C(=O)OCC1=CC=C(C=C1)[N+](=O)[O-])COS(=O)(=O)C ((2S,4R)-4-t-butyldimethylsilyloxy-2-methanesulfonyloxymethyl-1-(4-nitrobenzyloxycarbonyl)pyrrolidine). Reported procedure: To a solution of (3S)-3-mercapto-1-(4-nitrobenzyloxycarbonyl)pyrrolidine (1.36 g) in methanol (5 ml) was added 28% sodium methoxide-methanol solution (0.97 ml) under ice-cooling and the mixture was stirred at the same temperature for 10 minutes. This solution was added to a solution of (2S,4R)-4-t-butyldimethylsilyloxy-2-methanesulfonyloxymethyl-1-(4-nitrobenzyloxycarbonyl)pyrrolidine (2 g) in methanol (20 ml). The mixture was stirred at ambient temperature for 3 hours and then at 50°-60° C. for... Isolated yield 70.6%.